This data is from the Open Reaction Database (ORD), a public repository of structured organic reaction records. The task is: describe an organic reaction: reactants, conditions, products, and yield Starting materials: NC1=NC(=C2NC=NC2=N1)Cl (2-amino-6-chloropurine), C(=O)([O-])[O-].[K+].[K+] (K2CO3), C(C1=CC=CC=C1)OCC(=CCCl)COCC1=CC=CC=C1 (1-benzyloxy-2-benzyloxymethyl-4-chlorobut-2-ene). The solvent is CN(C=O)C (dimethylformamide), CN(C=O)C (DMF). Conditions: time 5 minute. Yields the product NC1=NC(=C2N=CN(C2=N1)CC=C(COCC1=CC=CC=C1)COCC1=CC=CC=C1)Cl (4-(2-amino-6-chloropurin-9-yl)-1-benzyloxy-2-benzyloxymethyl-2-butene). Isolated yield 18.0%. RXN SMILES: [NH2:1][C:2]1[N:10]=[C:9]2[C:5]([NH:6][CH:7]=[N:8]2)=[C:4]([Cl:11])[N:3]=1.C([O-])([O-])=O.[K+].[K+].[CH2:18]([O:25][CH2:26][C:27]([CH2:31][O:32][CH2:33][C:34]1[CH:39]=[CH:38][CH:37]=[CH:36][CH:35]=1)=[CH:28][CH2:29]Cl)[C:19]1[CH:24]=[CH:23][CH:22]=[CH:21][CH:20]=1>CN(C)C=O>[NH2:1][C:2]1[N:10]=[C:9]2[C:5]([N:6]=[CH:7][N:8]2[CH2:29][CH:28]=[C:27]([CH2:31][O:32][CH2:33][C:34]2[CH:35]=[CH:36][CH:37]=[CH:38][CH:39]=2)[CH2:26][O:25][CH2:18][C:19]2[CH:20]=[CH:21][CH:22]=[CH:23][CH:24]=2)=[C:4]([Cl:11])[N:3]=1 |f:1.2.3|. Procedure details: A mixture of 1.61 g 2-amino-6-chloropurine (9.5 mmol) and 1.31 g finely ground anhydrous K2CO3 (9.5 mmol) in 50 ml of dry dimethylformamide (DMF) was kept at 100° C. for 5 min. and cooled. At 10° C. the crude 1-benzyloxy-2-benzyloxymethyl-4-chlorobut-2-ene in 25 ml of dry DMF was added with stirring during 4 h. After 2 days at room temperature the mixture was evaporated in vacuum, the residue was extracted with 2×25 ml of chloroform and the extract evaporated to dryness. Chromatography (silica g... Reactants: CCCCC=CCOc1ccc(C(=O)Nc2ccccc2Sc2ccccc2C(N)=O)cc1, O=C(OC(=O)C(F)(F)F)C(F)(F)F, C1COCCO1, c1ccncc1. Product: CCCCC=CCOc1ccc(C(=O)Nc2ccccc2Sc2ccccc2C#N)cc1. As a reaction SMILES: [CH2:1]([CH:2]=[CH:3][CH2:4][CH2:5][CH2:6][CH3:7])[O:8][c:9]1[cH:10][cH:11][c:12]([C:13](=[O:14])[NH:15][c:16]2[c:17]([S:22][c:23]3[c:24]([C:25](=[O:26])[NH2:27])[cH:28][cH:29][cH:30][cH:31]3)[cH:18][cH:19][cH:20][cH:21]2)[cH:32][cH:33]1.[F:34][C:35]([F:36])([F:37])[C:38]([O:39][C:40](=[O:41])[C:42]([F:43])([F:44])[F:45])=[O:46].[O:53]1[CH2:54][CH2:55][O:56][CH2:57][CH2:58]1.[cH:47]1[cH:48][cH:49][n:50][cH:51][cH:52]1>>[CH2:1]([CH:2]=[CH:3][CH2:4][CH2:5][CH2:6][CH3:7])[O:8][c:9]1[cH:10][cH:11][c:12]([C:13](=[O:14])[NH:15][c:16]2[c:17]([S:22][c:23]3[c:24]([C:25]#[N:27])[cH:28][cH:29][cH:30][cH:31]3)[cH:18][cH:19][cH:20][cH:21]2)[cH:32][cH:33]1. Reaction SMILES: [Br:18][CH2:19][C:20](=[O:21])[O:22][CH2:23][CH3:24].[H-:14].[I:16][CH3:17].[N+:1](=[O:2])([O-:3])[c:4]1[c:5]2[c:9]([cH:10][cH:11][cH:12]1)[NH:8][C:7](=[O:13])[CH2:6]2.[Na+:15].[O:25]=[CH:26][N:27]([CH3:28])[CH3:29]>>[N+:1](=[O:2])([O-:3])[c:4]1[c:5]2[c:9]([cH:10][cH:11][cH:12]1)[NH:8][C:7](=[O:13])[C:6]2([CH3:17])[CH2:19][C:20](=[O:21])[O:22][CH2:23][CH3:24]. Starting materials: CCOC(=O)CBr, [H-], CI, O=C1Cc2c(cccc2[N+](=O)[O-])N1, [Na+], CN(C)C=O. Yields the product CCOC(=O)CC1(C)C(=O)Nc2cccc([N+](=O)[O-])c21.